From a dataset of the Open Reaction Database (ORD), a public repository of structured organic reaction records. describe an organic reaction: reactants, conditions, products, and yield Starting materials: CC(O)CC(C)OC(=O)c1ccccc1, CC(C)OC(=O)NNC(=O)OC(C)C. The product is CC(C)OC(=O)N=NC(=O)OC(C)C. RXN SMILES: [C:15]([O:16][CH:17]([CH3:18])[CH2:19][CH:20]([OH:21])[CH3:22])(=[O:23])[c:24]1[cH:25][cH:26][cH:27][cH:28][cH:29]1.[CH:1]([CH3:2])([CH3:3])[O:4][C:5](=[O:6])[NH:7][NH:8][C:9](=[O:10])[O:11][CH:12]([CH3:13])[CH3:14]>>[CH:1]([CH3:2])([CH3:3])[O:4][C:5](=[O:6])[N:7]=[N:8][C:9](=[O:10])[O:11][CH:12]([CH3:13])[CH3:14]. Reactants: NC1=CC=C(C=C1)C1=NNC=C1 (3-(4-aminophenyl)-1-H-pyrazole), C(=O)O (formic acid). The product is N1N=C(C=C1)C1=CC=C(C=C1)NC=O (N-[4-(pyrazol-3-yl)-phenyl]-formamide). Reaction SMILES: [NH2:1][C:2]1[CH:7]=[CH:6][C:5]([C:8]2[CH:12]=[CH:11][NH:10][N:9]=2)=[CH:4][CH:3]=1.[CH:13](O)=[O:14]>>[NH:10]1[CH:11]=[CH:12][C:8]([C:5]2[CH:4]=[CH:3][C:2]([NH:1][CH:13]=[O:14])=[CH:7][CH:6]=2)=[N:9]1. Procedure: A solution of 3-(4-aminophenyl)-1-H-pyrazole (10 g) in formic acid (100 ml) was refluxed for 4 hours and evaporated to dryness. The residue was dissolved in water, and the solution was filtered through charcoal. The filtrate was made basic to give 9.5 g of N-[4-(pyrazol-3-yl)-phenyl]-formamide; M.p. 139°-141° C. The reactants are CC1=CC=C2C(=CNC2=C1)CCN1C(C(NCC1)CC(=O)OCC)=O (Ethyl 4-[2-(6-methyl-1H-indol-3-yl)-ethyl]-3-oxo-2-piperazine acetate), C(C1=CC=CC=C1)(=O)Cl (benzoyl chloride). Product: C(C1=CC=CC=C1)(=O)N1C(C(N(CC1)CCC1=CNC2=CC(=CC=C12)C)=O)CC(=O)OCC (Ethyl 1-benzoyl-4-[2-(6-methyl-1H-indol-3-yl)-ethyl]-3-oxo-2-piperazine acetate). As a reaction SMILES: [CH3:1][C:2]1[CH:10]=[C:9]2[C:5]([C:6]([CH2:11][CH2:12][N:13]3[CH2:18][CH2:17][NH:16][CH:15]([CH2:19][C:20]([O:22][CH2:23][CH3:24])=[O:21])[C:14]3=[O:25])=[CH:7][NH:8]2)=[CH:4][CH:3]=1.[C:26](Cl)(=[O:33])[C:27]1[CH:32]=[CH:31][CH:30]=[CH:29][CH:28]=1>>[C:26]([N:16]1[CH2:17][CH2:18][N:13]([CH2:12][CH2:11][C:6]2[C:5]3[C:9](=[CH:10][C:2]([CH3:1])=[CH:3][CH:4]=3)[NH:8][CH:7]=2)[C:14](=[O:25])[CH:15]1[CH2:19][C:20]([O:22][CH2:23][CH3:24])=[O:21])(=[O:33])[C:27]1[CH:32]=[CH:31][CH:30]=[CH:29][CH:28]=1. Reported procedure: Using the procedure of Step D of Example 1, 10 g of the product of Step C and 3.36 ml of benzoyl chloride were reacted to obtain 13 g of expected product melting at 155° C. Starting materials: CC1=C(C=CC=C1)N1CCC=2C(=NC=3C(=CC=CC3C21)OC(F)(F)F)Cl (1-(2-Methylphenyl)-4-chloro-6-trifluoromethoxy-2,3-dihydropyrrolo[3,2-c]quinoline), NCCCO (3-amino-1-propanol). Yields the product CC1=C(C=CC=C1)N1CCC=2C(=NC=3C(=CC=CC3C21)OC(F)(F)F)NCCCO (1-(2-methylphenyl)-4-[(3-hydroxypropyl)amino]-6-trifluoromethoxy-2,3-dihydropyrrolo[3,2-c]quinoline). RXN SMILES: [CH3:1][C:2]1[CH:7]=[CH:6][CH:5]=[CH:4][C:3]=1[N:8]1[C:20]2[C:19]3[CH:18]=[CH:17][CH:16]=[C:15]([O:21][C:22]([F:25])([F:24])[F:23])[C:14]=3[N:13]=[C:12](Cl)[C:11]=2[CH2:10][CH2:9]1.[NH2:27][CH2:28][CH2:29][CH2:30][OH:31]>>[CH3:1][C:2]1[CH:7]=[CH:6][CH:5]=[CH:4][C:3]=1[N:8]1[C:20]2[C:19]3[CH:18]=[CH:17][CH:16]=[C:15]([O:21][C:22]([F:25])([F:24])[F:23])[C:14]=3[N:13]=[C:12]([NH:27][CH2:28][CH2:29][CH2:30][OH:31])[C:11]=2[CH2:10][CH2:9]1. Reported procedure: 1-(2-Methylphenyl)-4-chloro-6-trifluoromethoxy-2,3-dihydropyrrolo[3,2-c]quinoline(380 mg, 1.0 mmol) was dissolved in 3-amino-1-propanol(5 ml), then reacted at the same condition of Step 5 in the Example 1 to obtain 313 mg of desired compound as solid in 75% of yield.